This data is from the Open Reaction Database (ORD), a public repository of structured organic reaction records. The task is: describe an organic reaction: reactants, conditions, products, and yield Starting materials: O=S(Cl)Cl (SOCl2), C(C1=CC=CC=C1)N1C=NC(=C1C)CO (1-benzyl-4-hydroxymethyl-5-methylimidazole). The solvent is C(Cl)(Cl)Cl (CHCl3). Product: Cl.C(C1=CC=CC=C1)N1C=NC(=C1C)CCl (1-Benzyl-4-chloromethyl-5-methylimidazole hydrochloride). RXN SMILES: [CH2:1]([N:8]1[C:12]([CH3:13])=[C:11]([CH2:14]O)[N:10]=[CH:9]1)[C:2]1[CH:7]=[CH:6][CH:5]=[CH:4][CH:3]=1.O=S(Cl)[Cl:18]>C(Cl)(Cl)Cl>[ClH:18].[CH2:1]([N:8]1[C:12]([CH3:13])=[C:11]([CH2:14][Cl:18])[N:10]=[CH:9]1)[C:2]1[CH:7]=[CH:6][CH:5]=[CH:4][CH:3]=1 |f:3.4|. Procedure details: To a solution of 1-benzyl-4-hydroxymethyl-5-methylimidazole (0.85 g, 0.0042 mol), prepared according to the method of Ueda et al., BioMed. Chem. Lett., 4:1623, 1994, in CHCl3 (20 ml) at 0° C. was added SOCl2 (0.421 ml, 0.0126 mol). The reaction was refluxed for 3 h, cooled to rt and the solvent removed in vacuo. The resulting solid was rinsed with Et2O (3×10 ml) and dried under vacuum to give 1-benzyl-4-chloromethyl-5-methylimidazole hydrochloride (13) as a white solid; mp 188° C. The reactants are CC(Oc1ccc(O)cc1)C(=O)O, O=S(Cl)Cl. The product is [Cl-], CC(Oc1ccc(O)cc1)C(=O)O. Reaction SMILES: [OH:1][c:2]1[cH:3][cH:4][c:5]([O:6][CH:7]([C:8](=[O:9])[OH:10])[CH3:11])[cH:12][cH:13]1.[S:14]([Cl:15])([Cl:16])=[O:17]>>[Cl-:16].[OH:1][c:2]1[cH:3][cH:4][c:5]([O:6][CH:7]([C:8](=[O:9])[OH:10])[CH3:11])[cH:12][cH:13]1. Reactants: C([O-])([O-])=O.[Na+].[Na+] (sodium carbonate), C(C)(=O)OCC (ethyl acetate), ClC=1C=C(C=C(C1CC1C(N(CC1)C1CCCCC1)=O)Cl)OS(=O)(=O)C(F)(F)F (trifluoro-methanesulfonic acid 3,5-dichloro-4-(1-cyclohexyl-2-oxo-pyrrolidin-3-ylmethyl)-phenyl ester), C(=O)(O)CC1=CC=C(C=C1)B(O)O (p-carboxymethylphenylboronic acid). Reagents/catalysts: C=1C=CC(=CC1)[P](C=2C=CC=CC2)(C=3C=CC=CC3)[Pd]([P](C=4C=CC=CC4)(C=5C=CC=CC5)C=6C=CC=CC6)([P](C=7C=CC=CC7)(C=8C=CC=CC8)C=9C=CC=CC9)[P](C=1C=CC=CC1)(C=1C=CC=CC1)C=1C=CC=CC1 (Pd(PPh3)4). Solvent: C1(=CC=CC=C1)C (toluene). The product is COC(=O)C1=CC=C(C=C1)C1=CC(=C(C(=C1)Cl)CC1C(N(CC1)C1CCCCC1)=O)Cl (3′,5′-dichloro-4′-(1-cyclohexyl-2-oxo-pyrrolidin-3-ylmethyl)-biphenyl-4-carboxylic acid methyl ester). Reaction SMILES: [Cl:1][C:2]1[CH:3]=[C:4](OS(C(F)(F)F)(=O)=O)[CH:5]=[C:6]([Cl:21])[C:7]=1[CH2:8][CH:9]1[CH2:13][CH2:12][N:11]([CH:14]2[CH2:19][CH2:18][CH2:17][CH2:16][CH2:15]2)[C:10]1=[O:20].C(=O)([O-])[O-].[Na+].[Na+].[C:36]([CH2:39][C:40]1C=CC(B(O)O)=[CH:42][CH:41]=1)(O)=O.[C:49]([O:52][CH2:53]C)(=[O:51])[CH3:50]>C1(C)C=CC=CC=1.C1C=CC([P]([Pd]([P](C2C=CC=CC=2)(C2C=CC=CC=2)C2C=CC=CC=2)([P](C2C=CC=CC=2)(C2C=CC=CC=2)C2C=CC=CC=2)[P](C2C=CC=CC=2)(C2C=CC=CC=2)C2C=CC=CC=2)(C2C=CC=CC=2)C2C=CC=CC=2)=CC=1>[CH3:53][O:52][C:49]([C:50]1[CH:42]=[CH:41][C:40]([C:4]2[CH:3]=[C:2]([Cl:1])[C:7]([CH2:8][CH:9]3[CH2:13][CH2:12][N:11]([CH:14]4[CH2:19][CH2:18][CH2:17][CH2:16][CH2:15]4)[C:10]3=[O:20])=[C:6]([Cl:21])[CH:5]=2)=[CH:39][CH:36]=1)=[O:51] |f:1.2.3,^1:65,67,86,105|. Procedure details: Dissolve trifluoro-methanesulfonic acid 3,5-dichloro-4-(1-cyclohexyl-2-oxo-pyrrolidin-3-ylmethyl)-phenyl ester (5 g, 10.54 mmol) in 50 mL toluene, add aqueous 2 M sodium carbonate and evacuate/purge with nitrogen 3 times. Add p-carboxymethylphenylboronic acid (2.85 g, 15.81 mmol), degas again, then add Pd(PPh3)4 (1.22 g, 1.05 mmol). Degass/purge one more time then reflux overnight. Separate layers, wash the organic layer with water twice, then wash with brine. Dry over sodium sulfate, filter and... Reaction SMILES: [N+:17](=[O:18])([O-:19])[c:20]1[c:21]([F:29])[cH:22][cH:23][c:24]([N+:26](=[O:27])[O-:28])[cH:25]1.[NH2:1][c:2]1[cH:3][cH:4][cH:5][cH:6][c:7]1[C:8]([OH:9])=[O:10].[Na+:11].[Na+:12].[O-:13][C:14](=[O:15])[O-:16].[OH2:30]>>[NH:1]([c:2]1[cH:3][cH:4][cH:5][cH:6][c:7]1[C:8]([OH:9])=[O:10])[c:21]1[c:20]([N+:17](=[O:18])[O-:19])[cH:25][c:24]([N+:26](=[O:27])[O-:28])[cH:23][cH:22]1. Starting materials: O=[N+]([O-])c1ccc(F)c([N+](=O)[O-])c1, Nc1ccccc1C(=O)O, [Na+], [Na+], O=C([O-])[O-], O. Product: O=C(O)c1ccccc1Nc1ccc([N+](=O)[O-])cc1[N+](=O)[O-]. As a reaction SMILES: [Cl:1][C:2]1[C:11]2[C:6](=[CH:7][C:8]([CH2:14][CH3:15])=[N:9][C:10]=2[CH2:12][CH3:13])[N:5]([CH2:16][C:17]2[CH:22]=[CH:21][C:20]([C:23]3[CH:28]=[CH:27][CH:26]=[CH:25][C:24]=3[C:29]3[N:30]=[N:31][N:32](C(C4C=CC=CC=4)(C4C=CC=CC=4)C4C=CC=CC=4)[N:33]=3)=[CH:19][CH:18]=2)[C:4](=[O:53])[CH:3]=1.CS(C)=[O:56].[OH-].[Na+].C(O)(=O)C>O>[ClH:1].[CH2:12]([C:10]1[N:9]=[C:8]([CH2:14][CH3:15])[CH:7]=[C:6]2[C:11]=1[C:2]([OH:56])=[CH:3][C:4](=[O:53])[N:5]2[CH2:16][C:17]1[CH:22]=[CH:21][C:20]([C:23]2[CH:28]=[CH:27][CH:26]=[CH:25][C:24]=2[C:29]2[NH:30][N:31]=[N:32][N:33]=2)=[CH:19][CH:18]=1)[CH3:13] |f:2.3,6.7|. Product: Cl.C(C)C1=C2C(=CC(N(C2=CC(=N1)CC)CC1=CC=C(C=C1)C1=C(C=CC=C1)C1=NN=NN1)=O)O (5,7-diethyl-4-hydroxy-1-[(2'-(1H-tetrazol-5-yl)biphenyl-4-yl)methyl]-1,6-naphthyridin-2(1H)-one hydrochloride). Starting materials: ClC1=CC(N(C2=CC(=NC(=C12)CC)CC)CC1=CC=C(C=C1)C1=C(C=CC=C1)C=1N=NN(N1)C(C1=CC=CC=C1)(C1=CC=CC=C1)C1=CC=CC=C1)=O (4-chloro-5,7-diethyl-1-[(2'-(2-triphenylmethyl2H-tetrazol-5-yl)biphenyl-4-yl)methyl]-1,6-naphthyridin-2(1H)-one), CS(=O)C (DMSO), [OH-].[Na+] (sodium hydroxide), C(C)(=O)O (acetic acid). Procedure: A mixture of 4-chloro-5,7-diethyl-1-[(2'-(2-triphenylmethyl2H-tetrazol-5-yl)biphenyl-4-yl)methyl]-1,6-naphthyridin-2(1H)-one (1.0 g), water (10 ml), DMSO (20 ml) and sodium hydroxide (1 g) was stirred and heated at reflux for one hour. The resulting mixture was diluted with water (50 ml), acidified with acetic acid and then extracted twice with ethyl acetate. The combined extracts were washed with water, saturated sodium chloride solution and then dried (MgSO4). Volatile material was removed by ... The solvent is O (water), O (water). Product: NC[C@@H]1CC[C@H](CC1)C(=O)O (trans-4-aminomethylcyclohexane-1-carboxylic acid). Reported procedure: 5 g. of trans-4-cyanocyclohexane-1-carboxylic acid was dissolved in 130 ml of methanol. To this solution, 5 g. of 10 % Pd-charcoal was added and the mixture was shaken in an atmosphere of hydrogen under a normal pressure for about 8 hours until 0.066 mole of hydrogen was absorbed. The reaction product was treated as described in Example 1, and 3.5 g. of trans-4-aminomethylcyclohexane-1-carboxylic acid was obtained. The reagents and catalysts are [Pd].C (Pd charcoal). Reaction SMILES: [C:1]([C@H:3]1[CH2:8][CH2:7][C@H:6]([C:9]([OH:11])=[O:10])[CH2:5][CH2:4]1)#[N:2].[H][H]>CO.[Pd].C>[NH2:2][CH2:1][C@H:3]1[CH2:4][CH2:5][C@H:6]([C:9]([OH:11])=[O:10])[CH2:7][CH2:8]1 |f:3.4|. Reactants: [H][H] (hydrogen), [H][H] (hydrogen), C(#N)[C@@H]1CC[C@H](CC1)C(=O)O (trans-4-cyanocyclohexane-1-carboxylic acid). The solvent is CO (methanol). The reactants are CCCC[N+](CCCC)(CCCC)CCCC, CC(C)(O)C#N, Cc1ccccc1, CCCCC(C=O)NC(=O)OC(C)(C)C, [I-], N#C[K], O. Product: CCCCC(NC(=O)OC(C)(C)C)C(O)C#N. Reaction SMILES: [CH2:34]([N+:35]([CH2:36][CH2:37][CH2:38][CH3:39])([CH2:40][CH2:41][CH2:42][CH3:43])[CH2:44][CH2:45][CH2:46][CH3:47])[CH2:48][CH2:49][CH3:50].[CH3:17][C:18]([C:19]#[N:20])([CH3:21])[OH:22].[CH3:26][c:27]1[cH:28][cH:29][cH:30][cH:31][cH:32]1.[CH:1](=[O:2])[CH:3]([CH2:4][CH2:5][CH2:6][CH3:7])[NH:8][C:9]([O:10][C:11]([CH3:12])([CH3:13])[CH3:14])=[O:15].[I-:33].[K:23][C:24]#[N:25].[OH2:16]>>[CH:1]([OH:2])([CH:3]([CH2:4][CH2:5][CH2:6][CH3:7])[NH:8][C:9]([O:10][C:11]([CH3:12])([CH3:13])[CH3:14])=[O:15])[C:19]#[N:20].